describe an organic reaction: reactants, conditions, products, and yield From a dataset of the Open Reaction Database (ORD), a public repository of structured organic reaction records. Starting materials: FC=1C=C(C#N)C=CC1F (3,4-Difluorobenzonitrile), Cl.C12CCCC(CC1)N2 (8-aza-bicyclo[3.2.1]octane hydrochloride), C(C)(C)N(CC)C(C)C (diisopropylethylamine). Run in CS(=O)C (DMSO), [Cl-].[Na+].O (brine). Run at temperature 120 celsius. Product: C12CCCC(CC1)N2C2=C(C=C(C#N)C=C2)F (4-(8-azabicyclo[3.2.1]oct-8-yl)-3-fluorobenzonitrile). Reaction SMILES: [F:1][C:2]1[CH:3]=[C:4]([CH:7]=[CH:8][C:9]=1F)[C:5]#[N:6].Cl.[CH:12]12[NH:19][CH:16]([CH2:17][CH2:18]1)[CH2:15][CH2:14][CH2:13]2.C(N(C(C)C)CC)(C)C>CS(C)=O.[Cl-].[Na+].O>[CH:16]12[N:19]([C:9]3[CH:8]=[CH:7][C:4]([C:5]#[N:6])=[CH:3][C:2]=3[F:1])[CH:12]([CH2:18][CH2:17]1)[CH2:13][CH2:14][CH2:15]2 |f:1.2,5.6.7|. Procedure details: 3,4-Difluorobenzonitrile (1.75 g; 25.1 mmol), 8-aza-bicyclo[3.2.1]octane hydrochloride (2.1 g; 13.8 mmol), and diisopropylethylamine (3.2 g; 25.1 mmol), were combined in DMSO (30 mL) and heated at 120° C. overnight. The mixture was allowed to cool to ambient temperature, poured into brine (75 mL), and extracted with diethyl ether (2×50 mL). The organics were combined, dried over MgSO4, filtered, and the filtrate was concentrated under reduced pressure. The residue was filtered through a pad of s... Reactants: N1CCC(CC1)C=1N=CNC1 (4-(4-piperidyl)1-H-imidazole), C1(CCCCC1)NC1CCCCC1 (dicyclohexylamine), C1(CCCCC1)CCCCC(=O)Cl (cyclohexanevaleroyl chloride). Run in ClCCl (dichloromethane), C(C)#N (acetonitrile). Run at temperature 60 celsius. Product: [Cl-].C1(CCCCC1)[NH2+]C1CCCCC1 (dicyclohexylammonium chloride). The yield is 68.0%. Reaction SMILES: N1CCC(C2N=CNC=2)CC1.[CH:12]1([NH:18][CH:19]2[CH2:24][CH2:23][CH2:22][CH2:21][CH2:20]2)[CH2:17][CH2:16][CH2:15][CH2:14][CH2:13]1.C1(CCCCC([Cl:37])=O)CCCCC1>C(#N)C.ClCCl>[Cl-:37].[CH:19]1([NH2+:18][CH:12]2[CH2:13][CH2:14][CH2:15][CH2:16][CH2:17]2)[CH2:20][CH2:21][CH2:22][CH2:23][CH2:24]1 |f:5.6|. Reported procedure: To a mixture of 755 mg (5.00 mmol) 4-(4-piperidyl)1-H-imidazole and 942 mg (5.20 mmol) of ##STR7## dicyclohexylamine in 10 ml anhydrous acetonitrile at 25° C. was slowly added 1.06 g (5.20 mmol) cyclohexanevaleroyl chloride in 2 ml of dichloromethane over a period of 10 min with stirring; then the reaction mixture was heated at 60° C. for 1.5 h. After cooling to ambient temperature, the solid side product that was obtained (dicyclohexylammonium chloride) was filtered off and the filtrate was con... Starting materials: O=C1Nc2cccc3c2C1(CCCCBr)CCC3, O=C([O-])[O-], c1ccc2c3c([nH]c2c1)CNCC3, [K+], [K+], CN(C)C=O. Product: O=C1Nc2cccc3c2C1(CCCCN1CCc2c([nH]c4ccccc24)C1)CCC3. Reaction SMILES: [Br:20][CH2:21][CH2:22][CH2:23][CH2:24][C:25]12[C:26](=[O:37])[NH:27][c:28]3[cH:29][cH:30][cH:31][c:32]([c:33]31)[CH2:34][CH2:35][CH2:36]2.[C:14](=[O:15])([O-:16])[O-:17].[CH2:1]1[NH:2][CH2:3][CH2:4][c:5]2[c:6]1[nH:7][c:8]1[cH:9][cH:10][cH:11][cH:12][c:13]21.[K+:18].[K+:19].[O:38]=[CH:39][N:40]([CH3:41])[CH3:42]>>[CH2:1]1[N:2]([CH2:21][CH2:22][CH2:23][CH2:24][C:25]23[C:26](=[O:37])[NH:27][c:28]4[cH:29][cH:30][cH:31][c:32]([c:33]42)[CH2:34][CH2:35][CH2:36]3)[CH2:3][CH2:4][c:5]2[c:6]1[nH:7][c:8]1[cH:9][cH:10][cH:11][cH:12][c:13]21. Reactants: O=C(NCCBr)OCc1ccccc1, CCOC(=O)C1(Cc2ccccc2)CCNCC1, C1CCOC1, CCOCC, CCN(C(C)C)C(C)C. The product is CCOC(=O)C1(Cc2ccccc2)CCN(CCNC(=O)OCc2ccccc2)CC1. Reaction SMILES: [CH2:19]([c:20]1[cH:21][cH:22][cH:23][cH:24][cH:25]1)[O:26][C:27]([NH:28][CH2:29][CH2:30][Br:31])=[O:32].[CH2:1]([CH3:2])[O:3][C:4](=[O:5])[C:6]1([CH2:12][c:13]2[cH:14][cH:15][cH:16][cH:17][cH:18]2)[CH2:7][CH2:8][NH:9][CH2:10][CH2:11]1.[CH2:47]1[O:48][CH2:49][CH2:50][CH2:51]1.[CH3:42][CH2:43][O:44][CH2:45][CH3:46].[CH:33]([N:34]([CH2:35][CH3:36])[CH:37]([CH3:38])[CH3:39])([CH3:40])[CH3:41]>>[CH2:1]([CH3:2])[O:3][C:4](=[O:5])[C:6]1([CH2:12][c:13]2[cH:14][cH:15][cH:16][cH:17][cH:18]2)[CH2:7][CH2:8][N:9]([CH2:30][CH2:29][NH:28][C:27]([O:26][CH2:19][c:20]2[cH:21][cH:22][cH:23][cH:24][cH:25]2)=[O:32])[CH2:10][CH2:11]1. The reactants are C1COCCO1, Cc1cccc(-c2ccc(Cl)cc2Cl)n1, O=[Se]=O. The product is O=Cc1cccc(-c2ccc(Cl)cc2Cl)n1. RXN SMILES: [CH2:19]1[O:20][CH2:21][CH2:22][O:23][CH2:24]1.[Cl:1][c:2]1[c:3](-[c:9]2[cH:10][cH:11][cH:12][c:13]([CH3:15])[n:14]2)[cH:4][cH:5][c:6]([Cl:8])[cH:7]1.[Se:16](=[O:17])=[O:18]>>[Cl:1][c:2]1[c:3](-[c:9]2[cH:10][cH:11][cH:12][c:13]([CH:15]=[O:17])[n:14]2)[cH:4][cH:5][c:6]([Cl:8])[cH:7]1. The reactants are OCC1(NC=2C=CC=C3C=CC=C(N1)C23)CO (2,2-bis(hydroxymethyl)-2,3-dihydro-1H-perimidine), C1=CC=CC=C1 (benzene), [OH-].[Na+] (sodium hydroxide), BrCC(=O)OC(C)(C)C (t-butyl bromoacetate). The reagents and catalysts are S(=O)(=O)(O)[O-].C(CCC)[N+](CCCC)(CCCC)CCCC (tetrabutylammonium hydrogen sulfate). Solvent: O (water). Conditions: time 18 hour. The product is N1CNC2=CC=CC3=CC=CC1=C23 (1,3-dihydroperimidine). Isolated yield 127.3%. Reaction SMILES: OC[C:3]1(CO)[NH:14][C:13]2[C:15]3[C:9]([CH:10]=[CH:11][CH:12]=2)=[CH:8][CH:7]=[CH:6][C:5]=3[NH:4]1.C1C=CC=CC=1.[OH-].[Na+].BrCC(OC(C)(C)C)=O>S([O-])(O)(=O)=O.C([N+](CCCC)(CCCC)CCCC)CCC.O>[NH:4]1[C:5]2=[C:15]3[C:9](=[CH:8][CH:7]=[CH:6]2)[CH:10]=[CH:11][CH:12]=[C:13]3[NH:14][CH2:3]1 |f:2.3,5.6|. Procedure: A mixture of 2,2-bis(hydroxymethyl)-2,3-dihydro-1H-perimidine (4.14 g, 18.0 mmol), benzene (45 nL), 50% aqueous sodium hydroxide (37.5 mL), tetrabutylammonium hydrogen sulfate (1.0 g, 2.94 mmol), and t-butyl bromoacetate (5.85 mL, 39.6 mmol) was vigorously stirred at room temperature for 18 hours using a mechanical stirrer. The reaction mixture was diluted with water (150 mL.) and then extracted twice with chloroform (150 mL each). The chloroform extracts were combined and washed with brine (100...